From a dataset of the Open Reaction Database (ORD), a public repository of structured organic reaction records. describe an organic reaction: reactants, conditions, products, and yield Reactants: O=C([O-])[O-], CI, CN(C)C=O, COc1ccc(COCc2nc(C(C)C)c(Sc3cc(Cl)cc(Cl)c3)[nH]2)cc1, [K+], [K+]. Yields the product COc1ccc(COCc2nc(C(C)C)c(Sc3cc(Cl)cc(Cl)c3)n2C)cc1. Reaction SMILES: [C:29](=[O:30])([O-:31])[O-:32].[CH3:35][I:36].[CH3:37][N:38]([CH3:39])[CH:40]=[O:41].[Cl:1][c:2]1[cH:3][c:4]([S:9][c:10]2[c:11]([CH:26]([CH3:27])[CH3:28])[n:12][c:13]([CH2:15][O:16][CH2:17][c:18]3[cH:19][cH:20][c:21]([O:24][CH3:25])[cH:22][cH:23]3)[nH:14]2)[cH:5][c:6]([Cl:8])[cH:7]1.[K+:33].[K+:34]>>[Cl:1][c:2]1[cH:3][c:4]([S:9][c:10]2[c:11]([CH:26]([CH3:27])[CH3:28])[n:12][c:13]([CH2:15][O:16][CH2:17][c:18]3[cH:19][cH:20][c:21]([O:24][CH3:25])[cH:22][cH:23]3)[n:14]2[CH3:29])[cH:5][c:6]([Cl:8])[cH:7]1. As a reaction SMILES: [C:1]1([S:7]([NH2:10])(=[O:9])=[O:8])[CH:6]=[CH:5][CH:4]=[CH:3][CH:2]=1.[Li].C[Si]([NH-])(C)C.Cl[Si](C)(C)C.[C:22]1([CH2:28][CH2:29][S:30][CH:31]([C:35]([OH:37])=O)[C:32]([OH:34])=[O:33])[CH:27]=[CH:26][CH:25]=[CH:24][CH:23]=1.[K+].[Br-]>O>[OH:37][C:35]1[CH:29]=[C:28]([C:22]2[CH:27]=[CH:26][C:25]([NH:10][S:7]([C:1]3[CH:6]=[CH:5][CH:4]=[CH:3][CH:2]=3)(=[O:9])=[O:8])=[CH:24][CH:23]=2)[O:34][C:32](=[O:33])[C:31]=1[S:30][CH2:29][CH2:28][C:22]1[CH:23]=[CH:24][CH:25]=[CH:26][CH:27]=1 |f:5.6,^1:10|. Solvent: O (H2O). Product: OC1=C(C(OC(=C1)C1=CC=C(C=C1)NS(=O)(=O)C1=CC=CC=C1)=O)SCCC1=CC=CC=C1 (N-[4-[4-Hydroxy-2-oxo-3-[(2-phenylethyl)thio]-2H-pyran-6-yl]phenyl]-benzenesulfonamide). Starting materials: C1(=CC=CC=C1)S(=O)(=O)N (benzenesulfonamide), [Li] (lithium), C[Si](C)(C)[NH-] (trimethylsilylamide), Cl[Si](C)(C)C (chlorotrimethylsilane), diethyl ester, C1(=CC=CC=C1)CCSC(C(=O)O)C(=O)O ([(phenylethyl)thio]propanedioic acid), [K+].[Br-] (KBr). Reported procedure: The title compound was prepared by Method A using the corresponding benzenesulfonamide (3.0 g, 10.91 mmol), lithium bis(trimethylsilylamide (3.65 g, 21.82 mmol), chlorotrimethylsilane (3.68 mL, 21.82 mmol) and diethyl ester of [(phenylethyl)thio]propanedioic acid (1.00 g, 3.37 mmol). m.p. 89-91° C.; 1H NMR (400 MHz, DMSO-d6) δ2.78 (t, 2 H), 3.03 (t, 2 H), 6.86 (s, 1 H), 7.25 (m, 6 H), 7.72 (t, 3 H), 7.86 (m, 5 H); IR (KBr) 3443, 3335, 1725, 1632, 1543, 1383, 1171, 912, 729, 581, 552 cm-1 ; Analy... The reactants are C(CCC#C)C1(C(NC(S1)=O)=O)S(=O)(=O)C1=CC=C(C=C1)C (5-pent-4-ynyl-5-(toluene-4-sulfonyl)-thiazolidine-2,4-dione), C(CCC#C)O (4-pentyn-1-ol), bistriphenylphosphine(Pd II) chloride, C(C)NCC (diethylamine). Reagents/catalysts: [Cu]I (copper(I) iodide). Solvent: ClCCl (dichloromethane). Yields the product N1=CC(=CC=C1)C#CCCCC1(C(NC(S1)=O)=O)S(=O)(=O)C1=CC=C(C=C1)C (5-(5-Pyridin-3-yl-Pent-4-ynyl)-5-(toluene-4-sulfonyl)-thiazolidine-2,4-dione). RXN SMILES: [CH2:1]([C:6]1([S:13]([C:16]2[CH:21]=[CH:20][C:19]([CH3:22])=[CH:18][CH:17]=2)(=[O:15])=[O:14])[S:10][C:9](=[O:11])[NH:8][C:7]1=[O:12])[CH2:2][CH2:3][C:4]#[CH:5].[CH2:23](O)[CH2:24][CH2:25][C:26]#[CH:27].C([NH:31]CC)C>ClCCl.[Cu]I>[N:31]1[CH:27]=[CH:26][CH:25]=[C:24]([C:5]#[C:4][CH2:3][CH2:2][CH2:1][C:6]2([S:13]([C:16]3[CH:21]=[CH:20][C:19]([CH3:22])=[CH:18][CH:17]=3)(=[O:15])=[O:14])[S:10][C:9](=[O:11])[NH:8][C:7]2=[O:12])[CH:23]=1. Procedure: A solution of 5-pent-4-ynyl-5-(toluene-4-sulfonyl)-thiazolidine-2,4-dione(1.0 mmol), 4-pentyn-1-ol (1.0 mmol), bistriphenylphosphine(Pd II) chloride (0.20 mmol), and copper(I) iodide (0.10 mmol) in 50 ml of diethylamine was stirred under nitrogen for three days. This was diluted with dichloromethane and the product was purified by chromatography to give the title compound as a light beige solid, mp 173-176° C., THEORY: C, 57.95, H, 4.38 N, 6.76. FOUND: C, 57.68, H, 4.35, N, 6.70. Starting materials: FC1=C(CC2(CN(CCC2)NC(=O)C=2C=C3C(=NN(C3=CC2)C(C2=CC=CC=C2)(C2=CC=CC=C2)C2=CC=CC=C2)C2=CC(=NC=C2)C)COC)C=CC=C1 (N-(3-(2-fluorobenzyl)-3-(methoxymethyl)piperidin-1-yl)-3-(2-methylpyridin-4-yl)-1-trityl-1H-indazole-5-carboxamide), FC(C(=O)O)(F)F (trifluoroacetic acid), C(C)[SiH](CC)CC (triethylsilane). Conditions: time 15 minute. Product: FC1=C(CC2(CN(CCC2)NC(=O)C=2C=C3C(=NNC3=CC2)C2=CC(=NC=C2)C)COC)C=CC=C1 (N-(3-(2-Fluorobenzyl)-3-(methoxymethyl)piperidin-1-yl)-3-(2-methylpyridin-4-yl)-1H-indazole-5-carboxamide). As a reaction SMILES: [F:1][C:2]1[CH:55]=[CH:54][CH:53]=[CH:52][C:3]=1[CH2:4][C:5]1([CH2:49][O:50][CH3:51])[CH2:10][CH2:9][CH2:8][N:7]([NH:11][C:12]([C:14]2[CH:15]=[C:16]3[C:20](=[CH:21][CH:22]=2)[N:19](C(C2C=CC=CC=2)(C2C=CC=CC=2)C2C=CC=CC=2)[N:18]=[C:17]3[C:42]2[CH:47]=[CH:46][N:45]=[C:44]([CH3:48])[CH:43]=2)=[O:13])[CH2:6]1.FC(F)(F)C(O)=O.C([SiH](CC)CC)C>>[F:1][C:2]1[CH:55]=[CH:54][CH:53]=[CH:52][C:3]=1[CH2:4][C:5]1([CH2:49][O:50][CH3:51])[CH2:10][CH2:9][CH2:8][N:7]([NH:11][C:12]([C:14]2[CH:15]=[C:16]3[C:20](=[CH:21][CH:22]=2)[NH:19][N:18]=[C:17]3[C:42]2[CH:47]=[CH:46][N:45]=[C:44]([CH3:48])[CH:43]=2)=[O:13])[CH2:6]1. Reported procedure: In a flask, N-(3-(2-fluorobenzyl)-3-(methoxymethyl)piperidin-1-yl)-3-(2-methylpyridin-4-yl)-1-trityl-1H-indazole-5-carboxamide (crude, from previous step) was reacted with trifluoroacetic acid (3 mL) for 1 hour. After reaction completion triethylsilane (0.1 mL) was added, and the reaction was stirred for an additional 15 minutes. The reaction was concentrated and rinsed with diethyl ether. The resulting remaining precipitate was dried and further purified using HPLC to give the titled compound. ... Reactants: COc1cc2ncnc(Nc3cccc(Cl)c3F)c2cc1OC1CCCN(C(=O)COC(C)=O)C1, O=C([O-])[O-], CO, [K+], [K+]. Yields the product COc1cc2ncnc(Nc3cccc(Cl)c3F)c2cc1OC1CCCN(C(=O)CO)C1. RXN SMILES: [C:1](=[O:2])([CH3:3])[O:4][CH2:5][C:6](=[O:7])[N:8]1[CH2:9][CH:10]([O:14][c:15]2[cH:16][c:17]3[c:18]([NH:27][c:28]4[c:29]([F:35])[c:30]([Cl:34])[cH:31][cH:32][cH:33]4)[n:19][cH:20][n:21][c:22]3[cH:23][c:24]2[O:25][CH3:26])[CH2:11][CH2:12][CH2:13]1.[C:36](=[O:37])([O-:38])[O-:39].[CH3:42][OH:43].[K+:40].[K+:41]>>[OH:4][CH2:5][C:6](=[O:7])[N:8]1[CH2:9][CH:10]([O:14][c:15]2[cH:16][c:17]3[c:18]([NH:27][c:28]4[c:29]([F:35])[c:30]([Cl:34])[cH:31][cH:32][cH:33]4)[n:19][cH:20][n:21][c:22]3[cH:23][c:24]2[O:25][CH3:26])[CH2:11][CH2:12][CH2:13]1. Starting materials: CN1N=C(C=2CCC=3C=NC(=NC3C21)S(=O)(=O)C)C(=O)OCC (ethyl 1-methyl-8-(methylsulfonyl)-4,5-dihydro-1H-pyrazolo[4,3-h]quinazoline-3-carboxylate), C1=CC=C(C=C1)S (phenylthiol), [OH-].[Na+] (sodium hydroxide), Cl (hydrochloric acid). The solvent is C(C)O (ethanol). Run at time 3 day. Product: CN1N=C(C=2CCC=3C=NC(=NC3C21)SC2=CC=CC=C2)C(=O)OCC (ethyl 1-methyl-8-(phenylthio)-4,5-dihydro-1H-pyrazolo[4,3-h]quinazoline-3-carboxylate), C(C)OC1=NC=2C3=C(CCC2C=N1)C(=NN3C)C(=O)OCC (ethyl 8-ethoxy-1-methyl-4,5-dihydro-1H-pyrazolo[4,3-h]quinazoline-3-carboxylate). As a reaction SMILES: [CH3:1][N:2]1[C:14]2[C:13]3[N:12]=[C:11]([S:15]([CH3:18])(=O)=O)[N:10]=[CH:9][C:8]=3[CH2:7][CH2:6][C:5]=2[C:4]([C:19]([O:21][CH2:22][CH3:23])=[O:20])=[N:3]1.[CH:24]1[CH:29]=[CH:28]C(S)=[CH:26][CH:25]=1.[OH-:31].[Na+].Cl>C(O)C>[CH3:1][N:2]1[C:14]2[C:13]3[N:12]=[C:11]([S:15][C:18]4[CH:28]=[CH:29][CH:24]=[CH:25][CH:26]=4)[N:10]=[CH:9][C:8]=3[CH2:7][CH2:6][C:5]=2[C:4]([C:19]([O:21][CH2:22][CH3:23])=[O:20])=[N:3]1.[CH2:29]([O:31][C:11]1[N:10]=[CH:9][C:8]2[CH2:7][CH2:6][C:5]3[C:4]([C:19]([O:21][CH2:22][CH3:23])=[O:20])=[N:3][N:2]([CH3:1])[C:14]=3[C:13]=2[N:12]=1)[CH3:24] |f:2.3|. Reported procedure: To a stirred suspension of ethyl 1-methyl-8-(methylsulfonyl)-4,5-dihydro-1H-pyrazolo[4,3-h]quinazoline-3-carboxylate (46 mg, 0.137 mmol) and phenylthiol (16 μl, 17 mg, 0.15 mmol) in ethanol (1 mL), 1N sodium hydroxide (150 μl, 0.15 mmol) was added at room temperature under an argon atmosphere. After the mixture was stirred for 3 days, 1N hydrochloric acid (150 μl, 0.15 mmol) was added and the solvent removed under vacuo. By chromatography on silica gel (eluant: dichloromethane/methanol 97/3), 13...